Dataset: the Open Reaction Database (ORD), a public repository of structured organic reaction records. Task: describe an organic reaction: reactants, conditions, products, and yield The reactants are ClC1=C(C(=O)Cl)C=CC=C1 (2-chlorobenzoyl chloride), CC1=CC=C(C=C1)S(=O)(=O)NN (4-methylbenzenesulfonohydrazide). Solvent: C1(=CC=CC=C1)C (toluene). Reaction conditions: temperature 75 celsius, time 8 hour. The product is ClC1=C(C(=O)NNS(=O)(=O)C2=CC=C(C)C=C2)C=CC=C1 (2-chloro-N′-tosylbenzohydrazide). RXN SMILES: [Cl:1][C:2]1[CH:10]=[CH:9][CH:8]=[CH:7][C:3]=1[C:4](Cl)=[O:5].[CH3:11][C:12]1[CH:17]=[CH:16][C:15]([S:18]([NH:21][NH2:22])(=[O:20])=[O:19])=[CH:14][CH:13]=1>C1(C)C=CC=CC=1>[Cl:1][C:2]1[CH:10]=[CH:9][CH:8]=[CH:7][C:3]=1[C:4]([NH:22][NH:21][S:18]([C:15]1[CH:16]=[CH:17][C:12]([CH3:11])=[CH:13][CH:14]=1)(=[O:19])=[O:20])=[O:5]. Reported procedure: Into a 500 mL round bottom flask was placed a solution of 2-chlorobenzoyl chloride (22.3 g, 127.43 mmol) in toluene (200 mL). To the mixture was added 4-methylbenzenesulfonohydrazide (23.3 g, 125.27 mmol). The resulting solution was allowed to react, with stirring, overnight while the temperature was maintained at 75° C. in a bath of oil. A filtration was performed. The filter cake was dried in an oven under reduced pressure. This resulted in 37.7 g (91%) of 2-chloro-N′-tosylbenzohydrazide as a ... Reactants: COC1=CC=C(C=C1)C(NCCC1=CC=CC=C1)C1=CC(=CC=C1)[N+](=O)[O-] (N-[(4-methoxyphenyl)-(3-nitrophenyl)methyl]-N-(2-phenylethyl)amine), [BH4-].[Na+] (sodium borohydride). Reagents/catalysts: O.O.O.O.O.O.[Ni](Cl)Cl (nickel chloride hexahydrate). Run in CO (methanol). Product: COC1=CC=C(C=C1)C(C=1C=C(C=CC1)N)NCCC1=CC=CC=C1 (3-[(4-Methoxyphenyl)-(2-phenylethylamino)methyl]phenylamine). The yield is 70.3%. RXN SMILES: [CH3:1][O:2][C:3]1[CH:8]=[CH:7][C:6]([CH:9]([C:19]2[CH:24]=[CH:23][CH:22]=[C:21]([N+:25]([O-])=O)[CH:20]=2)[NH:10][CH2:11][CH2:12][C:13]2[CH:18]=[CH:17][CH:16]=[CH:15][CH:14]=2)=[CH:5][CH:4]=1.[BH4-].[Na+]>CO.O.O.O.O.O.O.[Ni](Cl)Cl>[CH3:1][O:2][C:3]1[CH:4]=[CH:5][C:6]([CH:9]([NH:10][CH2:11][CH2:12][C:13]2[CH:18]=[CH:17][CH:16]=[CH:15][CH:14]=2)[C:19]2[CH:20]=[C:21]([NH2:25])[CH:22]=[CH:23][CH:24]=2)=[CH:7][CH:8]=1 |f:1.2,4.5.6.7.8.9.10|. Reported procedure: In a similar manner to that described in Example (1b), a solution of N-[(4-methoxyphenyl)-(3-nitrophenyl)methyl]-N-(2-phenylethyl)amine (2.70 g) [prepared as described in step (a) above] in methanol (60 ml), nickel chloride hexahydrate (3.52 g) and sodium borohydride (1.12 g) were reacted, to afford the title compound (1.74 g) as a clear colorless oil.